From a dataset of the Open Reaction Database (ORD), a public repository of structured organic reaction records. describe an organic reaction: reactants, conditions, products, and yield Reaction SMILES: [CH2:1]([NH:13][CH2:14][CH2:15][CH2:16][NH2:17])[CH2:2][CH2:3][CH2:4][CH2:5][CH2:6][CH2:7][CH2:8][CH2:9][CH2:10][CH2:11][CH3:12].[C:18]1(=[O:24])[O:23][C:21](=[O:22])[CH:20]=[CH:19]1>C1(C)C=CC=CC=1>[CH2:1]([N:13]([CH2:14][CH2:15][CH2:16][NH:17][C:18](=[O:24])/[CH:19]=[CH:20]\[C:21]([OH:23])=[O:22])[C:18](=[O:24])/[CH:19]=[CH:20]\[C:21]([OH:23])=[O:22])[CH2:2][CH2:3][CH2:4][CH2:5][CH2:6][CH2:7][CH2:8][CH2:9][CH2:10][CH2:11][CH3:12]. The reactants are C(CCCCCCCCCCC)NCCCN (N-dodecylpropanediyl diamine), C1(\C=C/C(=O)O1)=O (maleic acid anhydride). Procedure: 121 parts of N-dodecylpropanediyl diamine were dissolved in 80 parts of toluene and 98 parts of maleic acid anhydride added at 50° to 60° C. After stirring for 30 minutes at a temperature of 50° to 60° C., the toluene was distilled off under reduced pressure at 50° to 60° C. 221 parts of the crude N-dodecyl-N,N'-propanediyl bis-maleamic acid ##STR9## were obtained. Conditions: time 30 minute. The product is C(CCCCCCCCCCC)N(C(\C=C/C(=O)O)=O)CCCNC(\C=C/C(=O)O)=O (N-dodecyl-N,N'-propanediyl bis-maleamic acid). Run in C1(=CC=CC=C1)C (toluene). Starting materials: C(C)(=O)OCC (Ethyl acetate), S(O)(O)(=O)=O (sulfuric acid), [H-].[Li+].[Al+3].[H-].[H-].[H-] (aluminum-lithium hydride), C1(=CC=CC=C1)[C@@H]1CC[C@H](CC1)C(=O)OC (methyl trans-4-phenylcyclohexanecarboxylate). The solvent is O (water), O1CCCC1 (THF), O1CCCC1 (tetrahydrofuran), CCCCCCC (n-Heptane), O (water), O1CCCC1 (tetrahydrofuran). Reaction conditions: temperature 55 celsius. Yields the product C1(=CC=CC=C1)C1CCC(CC1)CO (4-phenyl-cyclohexylmethylalcohol). The yield is 92.2%. RXN SMILES: [H-].[Li+].[Al+3].[H-].[H-].[H-].[C:7]1([C@H:13]2[CH2:18][CH2:17][C@H:16]([C:19](OC)=[O:20])[CH2:15][CH2:14]2)[CH:12]=[CH:11][CH:10]=[CH:9][CH:8]=1.C(OCC)(=O)C.S(=O)(=O)(O)O>O1CCCC1.CCCCCCC.O>[C:7]1([CH:13]2[CH2:18][CH2:17][CH:16]([CH2:19][OH:20])[CH2:15][CH2:14]2)[CH:12]=[CH:11][CH:10]=[CH:9][CH:8]=1 |f:0.1.2.3.4.5|. Procedure: Dried tetrahydrofuran (THF) (420 ml) was added to aluminum-lithium hydride (11.1 g, 0.293 mol) and the mixture was vigorously agitated. To the mixture was dropwise added a solution of methyl trans-4-phenylcyclohexanecarboxylate (II) (64.0 g, 0.293 mol) dissolved in THF (70 ml) while the reaction temperature was kept at 20° C. or lower. After completion of the dropwise addition, the mixture was warmed up to 55° C., reacted for 2 hours and cooled. Ethyl acetate (12 ml) and water (100 ml) were then... Starting materials: O=C(O)C(F)(F)F, Cc1oc(-c2ccccc2)nc1CCOc1ccc(CC(N)C(=O)O)cc1, CC(=O)CC(=O)c1ccccn1. The product is CC(=CC(=O)c1ccccn1)NC(Cc1ccc(OCCc2nc(-c3ccccc3)oc2C)cc1)C(=O)O. RXN SMILES: [F:28][C:29]([F:30])([F:31])[C:32]([OH:33])=[O:34].[NH2:1][CH:2]([C:3](=[O:4])[OH:5])[CH2:6][c:7]1[cH:8][cH:9][c:10]([O:13][CH2:14][CH2:15][c:16]2[n:17][c:18](-[c:22]3[cH:23][cH:24][cH:25][cH:26][cH:27]3)[o:19][c:20]2[CH3:21])[cH:11][cH:12]1.[n:35]1[c:36]([C:41]([CH2:42][C:43]([CH3:44])=[O:45])=[O:46])[cH:37][cH:38][cH:39][cH:40]1>>[NH:1]([CH:2]([C:3](=[O:4])[OH:5])[CH2:6][c:7]1[cH:8][cH:9][c:10]([O:13][CH2:14][CH2:15][c:16]2[n:17][c:18](-[c:22]3[cH:23][cH:24][cH:25][cH:26][cH:27]3)[o:19][c:20]2[CH3:21])[cH:11][cH:12]1)[C:43](=[CH:42][C:41]([c:36]1[n:35][cH:40][cH:39][cH:38][cH:37]1)=[O:46])[CH3:44]. The reactants are Cl[O-].[Na+] (sodium hypochlorite), C([O-])(O)=O.[Na+] (sodium bicarbonate), ClC1=C(C(=CC=C1F)Cl)CO ((2,6-Dichloro-3-fluorophenyl)methanol), [Br-].[Na+] (sodium bromide), CC1(CCCC(N1[O])(C)C)C (TEMPO). Run in ClCCl (dichloromethane). Reaction conditions: temperature -7 celsius, time 30 minute. Product: ClC1=C(C=O)C(=CC=C1F)Cl (2,6-Dichloro-3-fluorobenzaldehyde). RXN SMILES: [Cl:1][C:2]1[C:7]([F:8])=[CH:6][CH:5]=[C:4]([Cl:9])[C:3]=1[CH2:10][OH:11].[Br-].[Na+].CC1(C)N([O])C(C)(C)CCC1.Cl[O-].[Na+].C(=O)(O)[O-].[Na+]>ClCCl>[Cl:1][C:2]1[C:7]([F:8])=[CH:6][CH:5]=[C:4]([Cl:9])[C:3]=1[CH:10]=[O:11] |f:1.2,4.5,6.7,^1:17|. Reported procedure: To a solution of (2,6-Dichloro-3-fluorophenyl)methanol (100 g, 0.51 mol) in dichloromethane (450 mL) was added a solution of sodium bromide (54 g, 0.53 mol, in 90 mL water). The rapidly stirred biphasic mixture was cooled to −7° C. and TEMPO (1.54 g, 0.0100 mol) was added. A solution of 0.81M sodium hypochlorite (823 mL, 0.66 mol) saturated with sodium bicarbonate (75 g) was added dropwise over a period of 1 h while maintaining the temperature below −2° C. After the addition the reaction mixture... Reactants: NC1=C(C=C(CP(OCCO)(OCCO)=O)C=C1)OC (bis(2-hydroxyethyl) (4-amino-3-methoxybenzyl)phosphonate), FC(COP(OCC(F)(F)F)(=O)CC1=CC(=C(C=C1)[N+](=O)[O-])OC)(F)F (bis(2,2,2-trifluoroethyl)(3-methoxy-4-nitrobenzyl)phosphonate), FC(COP(OCC(F)(F)F)(=O)CC1=CC(=C(C=C1)[N+](=O)[O-])OC)(F)F (bis(2,2,2-trifluoroethyl)(3-methoxy-4-nitrobenzyl)phosphonate). The product is FC(COP(OCC(F)(F)F)(=O)CC1=CC(=C(C=C1)N)OC)(F)F (Bis(2,2,2-trifluoroethyl)(4-amino-3-methoxybenzyl)phosphonate). Yield: 77.0%. As a reaction SMILES: NC1C=CC(CP(=O)(OCCO)OCCO)=CC=1OC.[F:21][C:22]([F:46])([F:45])[CH2:23][O:24][P:25]([CH2:33][C:34]1[CH:39]=[CH:38][C:37]([N+:40]([O-])=O)=[C:36]([O:43][CH3:44])[CH:35]=1)(=[O:32])[O:26][CH2:27][C:28]([F:31])([F:30])[F:29]>>[F:46][C:22]([F:21])([F:45])[CH2:23][O:24][P:25]([CH2:33][C:34]1[CH:39]=[CH:38][C:37]([NH2:40])=[C:36]([O:43][CH3:44])[CH:35]=1)(=[O:32])[O:26][CH2:27][C:28]([F:29])([F:30])[F:31]. Procedure details: The title compound was prepared according to the procedure for Compound 113A using bis(2,2,2-trifluoroethyl)(3-methoxy-4-nitrobenzyl)phosphonate (Compound 114B, 2.8 g, 6.81 mmol). The reaction mixture was filtered and the filtrate was concentrated to give the desired product (2 g, 77%). 1H NMR (DMSO-d6, 400 MHz): δ=3.29 (d, J=21.2 Hz, 2 H), 3.68 (s, 3 H), 4.50-4.61 (m, 4 H), 4.64 (s, br, 2 H), 6.50-6.60 (m, 2 H), 6.67 (s, 1 H). The reactants are [N+](=O)(O)[O-] (nitric acid), C(C)(=O)OC(C)=O (acetic anhydride), C(C)(=O)OC(C1=CC(OC)=C(O)C(OC)=C1)=O (O-Acetylsyringic Acid), ice. Reaction conditions: time 3 hour. Product: C(C)(=O)OC1=C(C(=C(C(=O)O)C=C1OC)[N+](=O)[O-])OC (4-Acetoxy-3,5-dimethoxy-2-nitrobenzoic Acid). Reaction SMILES: [N+:1]([O-:4])(O)=[O:2].C([O:8][C:9](=[O:21])[C:10]1[CH:20]=[C:17]([O:18][CH3:19])[C:15]([OH:16])=[C:12]([O:13][CH3:14])[CH:11]=1)(=O)C.[C:22](OC(=O)C)(=[O:24])[CH3:23]>>[C:22]([O:16][C:15]1[C:12]([O:13][CH3:14])=[CH:11][C:10]([C:9]([OH:8])=[O:21])=[C:20]([N+:1]([O-:4])=[O:2])[C:17]=1[O:18][CH3:19])(=[O:24])[CH3:23]. Procedure details: Fuming nitric acid (5.2 mL) was added, carefully, to a solution of o-acetylsyringic acid 82 (11.1 g, 46.2 mmol) in acetic anhydride (33 g, mmol) at 5° C. and the reaction mixture was then allowed to stir for 3 hours at room temperature. The reaction mixture was poured over ice (300 mL) and the yellow precipitate was collected by filtration, washed with water (3×100 mL) and dried in vacuo to afford the product as a pale yellow solid (12.4 g). H1NMR (270 MHz, CDCl3) δ 7.37 (s, 1H), 3.92 (s, 3H), 3... Starting materials: Cc1ccc(-c2[nH]c3cc(N(C(=O)[O-])C(C)(C)C)cc4c(=O)[nH]ncc2c34)cn1, Cl. Product: [Cl-], Cc1ccc(-c2[nH]c3cc([NH3+])cc4c(=O)[nH]ncc2c34)cn1. As a reaction SMILES: [C:1]([N:5]([C:2](=[O:3])[O-:4])[c:9]1[cH:10][c:11]2[c:12]3[c:13]([c:14](-[c:18]4[cH:19][n:20][c:21]([CH3:24])[cH:22][cH:23]4)[nH:15][c:16]3[cH:17]1)[cH:25][n:26][nH:27][c:28]2=[O:29])([CH3:6])([CH3:7])[CH3:8].[ClH:30]>>[Cl-:30].[NH3+:5][c:9]1[cH:10][c:11]2[c:12]3[c:13]([c:14](-[c:18]4[cH:19][n:20][c:21]([CH3:24])[cH:22][cH:23]4)[nH:15][c:16]3[cH:17]1)[cH:25][n:26][nH:27][c:28]2=[O:29]. Starting materials: solution, Cl(=O)(=O)[O-].[Na+] (sodium chlorate), Cl (hydrochloric acid), C1=CC(=CC=C1[N+](=O)[O-])O (p-nitrophenol), Cl(=O)(=O)[O-].[Na+] (sodium chlorate), C1=CC(=CC=C1[N+](=O)[O-])O (p-nitrophenol), C1=CC(=CC=C1[N+](=O)[O-])O (p-nitrophenol), ClCl (chlorine). Run in O (water). The product is 199.5, ClC1=C(C(=CC(=C1)[N+](=O)[O-])Cl)O (2,6-dichloro-4-nitrophenol). Yield: 95.6%. As a reaction SMILES: [CH:1]1[C:6]([N+:7]([O-:9])=[O:8])=[CH:5][CH:4]=[C:3]([OH:10])[CH:2]=1.Cl([O-])(=O)=O.[Na+].[ClH:16].[Cl:17]Cl>O>[Cl:16][C:4]1[CH:5]=[C:6]([N+:7]([O-:9])=[O:8])[CH:1]=[C:2]([Cl:17])[C:3]=1[OH:10] |f:1.2|. Procedure details: 139 part of p-nitrophenol are suspended in 200 parts of water and the suspension is ground. The finely particulate suspension of p-nitrophenol so obtained is then added simultaneously with 260 parts of a 33 % solution of sodium chlorate to 1250 parts of 33 % hydrochloric acid. The simultaneous addition of educt and chlorinating agent is made at a temperature of 25° C. and such that the sodium chlorate is added over 240 minutes and the p-nitrophenol for 20 minutes longer over 260 minutes. The bat... Reactants: ClC=1N=C(N(C1C=O)CC1=C(C=C(C=C1)I)Cl)C (4-chloro-1-(2-chloro-4-iodobenzyl)-2-methylimidazole 5-carbaldehyde), C1(=CC=CC=C1)P(C1=CC=CC=C1)(C1=CC=CC=C1)=CC(=O)OC (methyl (triphenylphosphoranylidene)acetate). The solvent is O1CCCC1 (tetrahydrofuran). The product is ClC=1N=C(N(C1/C=C/C(=O)OC)CC1=C(C=C(C=C1)I)Cl)C (methyl (E)-3-(4-chloro-1-(2-chloro-4-iodobenzyl)-2-methylimidazol-5-yl)-2-propenate). Yield: 84.5%. As a reaction SMILES: [Cl:1][C:2]1[N:3]=[C:4]([CH3:18])[N:5]([CH2:9][C:10]2[CH:15]=[CH:14][C:13]([I:16])=[CH:12][C:11]=2[Cl:17])[C:6]=1[CH:7]=O.C1(P(=[CH:38][C:39]([O:41][CH3:42])=[O:40])(C2C=CC=CC=2)C2C=CC=CC=2)C=CC=CC=1>O1CCCC1>[Cl:1][C:2]1[N:3]=[C:4]([CH3:18])[N:5]([CH2:9][C:10]2[CH:15]=[CH:14][C:13]([I:16])=[CH:12][C:11]=2[Cl:17])[C:6]=1/[CH:7]=[CH:38]/[C:39]([O:41][CH3:42])=[O:40]. Procedure details: To a solution of 4-chloro-1-(2-chloro-4-iodobenzyl)-2-methylimidazole 5-carbaldehyde (1.01 g) in tetrahydrofuran (10 ml) was added methyl (triphenylphosphoranylidene)acetate (1.27 g) and the mixture was refluxed under heating for 4 hr. The solvent was evaporated and the residue was purified by silica gel column chromatography (hexane/ethyl acetate=3/1) to give methyl (E)-3-(4-chloro-1-(2-chloro-4-iodobenzyl)-2-methylimidazol-5-yl)-2-propenate (974 mg) as a white powder.